This data is from the Open Reaction Database (ORD), a public repository of structured organic reaction records. The task is: describe an organic reaction: reactants, conditions, products, and yield Starting materials: CCOC(C)=O, CCN(C(C)C)C(C)C, CCOC(=O)c1cnc(Cl)cc1-c1ccccc1, NCCNc1ccc([N+](=O)[O-])cn1. Yields the product CCOC(=O)c1cnc(NCCNc2ccc([N+](=O)[O-])cn2)cc1-c1ccccc1. As a reaction SMILES: [CH3:41][CH2:42][O:43][C:44]([CH3:45])=[O:46].[CH:32]([N:33]([CH2:34][CH3:35])[CH:36]([CH3:37])[CH3:38])([CH3:39])[CH3:40].[Cl:1][c:2]1[cH:3][c:4](-[c:13]2[cH:14][cH:15][cH:16][cH:17][cH:18]2)[c:5]([C:8](=[O:9])[O:10][CH2:11][CH3:12])[cH:6][n:7]1.[NH2:19][CH2:20][CH2:21][NH:22][c:23]1[n:24][cH:25][c:26]([N+:29](=[O:30])[O-:31])[cH:27][cH:28]1>>[c:2]1([NH:19][CH2:20][CH2:21][NH:22][c:23]2[n:24][cH:25][c:26]([N+:29](=[O:30])[O-:31])[cH:27][cH:28]2)[cH:3][c:4](-[c:13]2[cH:14][cH:15][cH:16][cH:17][cH:18]2)[c:5]([C:8](=[O:9])[O:10][CH2:11][CH3:12])[cH:6][n:7]1. The reactants are O=C([O-])O, CCC(C)C(=O)O, CCC(C)C(=O)c1ccc(-c2ccccc2)cc1, CO, [Na+], O. Yields the product CCC(C)C(=O)c1ccc(-c2ccc(O)cc2)cc1. RXN SMILES: [C:28](=[O:29])([O-:30])[OH:31].[CH3:19][CH:20]([CH2:21][CH3:23])[C:24](=[O:22])[OH:25].[CH3:1][CH:2]([C:3](=[O:4])[c:5]1[cH:6][cH:7][c:8](-[c:11]2[cH:12][cH:13][cH:14][cH:15][cH:16]2)[cH:9][cH:10]1)[CH2:17][CH3:18].[CH3:26][OH:27].[Na+:32].[OH2:33]>>[CH3:1][CH:2]([C:3](=[O:4])[c:5]1[cH:6][cH:7][c:8](-[c:11]2[cH:12][cH:13][c:14]([OH:22])[cH:15][cH:16]2)[cH:9][cH:10]1)[CH2:17][CH3:18]. The reactants are C(C)(C)(C)OC(=O)N[C@H]1[C@H]([C@@H](C2=CC=CC=C2C1)Cl)O ((±)-(1R,2R,3R)-3-tert-butoxycarbonylamino-1-chloro-1,2,3,4tetrahydro-2-naphthalenol), N12CCCCCC2=NCCC1 (1,8-diazabicyclo[5.4.0]undec-7-ene). Run in O1CCCC1 (tetrahydrofuran), C(Cl)Cl (methylene chloride). The product is C(C)(C)(C)OC(=O)N[C@H]1[C@@H]2[C@H](C3=CC=CC=C3C1)O2 ((±)-(1S,2R,3R)-3-Tert-butoxycarbonylamino-1.2-epoxy-1,2,3,4-tetrahydro-naphthalene). RXN SMILES: [C:1]([O:5][C:6]([NH:8][C@@H:9]1[CH2:18][C:17]2[C:12](=[CH:13][CH:14]=[CH:15][CH:16]=2)[C@@H:11](Cl)[C@@H:10]1[OH:20])=[O:7])([CH3:4])([CH3:3])[CH3:2].N12CCCN=C1CCCCC2>O1CCCC1.C(Cl)Cl>[C:1]([O:5][C:6]([NH:8][C@@H:9]1[CH2:18][C:17]2[C:12](=[CH:13][CH:14]=[CH:15][CH:16]=2)[C@@H:11]2[O:20][C@H:10]12)=[O:7])([CH3:4])([CH3:3])[CH3:2]. Procedure: A solution of (±)-(1R,2R,3R)-3-tert-butoxycarbonylamino-1-chloro-1,2,3,4tetrahydro-2-naphthalenol (348 mg) and 1,8-diazabicyclo[5.4.0]undec-7-ene (400 mg) in tetrahydrofuran (10 ml) was refluxed for 11/2 hours. The mixture was diluted with methylene chloride, washed with saturated aqueous sodium chloride, dried over magnesium sulfate and concentrated in vacuo. The residue was recrystallized from cyclohexane (193 mg) to yield the title compound as a white solid, m.p. 118-119° C. Reactants: [H][H] (hydrogen), CO[Si](CCC1SCCS1)(OC)OC (2-(2-Trimethoxysilylethyl)-1,3-dithiolane), CCCCCCSCCS (CH3(CH2)5S(CH2)2SH), C(CCCC)C1SCCS1 (2-(n-pentyl)-1,3-dithiolane), [S] (sulfur), C1(=CC=C(C=C1)S(=O)(=O)O)C (p-toluenesulfonic acid), crude product, hydrogenolysis product. Reagents/catalysts: cobalt polysulfide. Solvent: C1(=CC=CC=C1)C (toluene). The product is [Si](OC)(OC)(OC)CCCSCCS ((MeO)3Si(CH2)3S(CH2)2SH). As a reaction SMILES: C(C1SCCS1)CCCC.[S].C1(C)C=CC(S(O)(=O)=O)=CC=1.[H][H].CCCCCCSCCS.[CH3:35][O:36][Si:37]([O:47][CH3:48])([O:45][CH3:46])[CH2:38][CH2:39][CH:40]1[S:44][CH2:43][CH2:42][S:41]1>C1(C)C=CC=CC=1>[Si:37]([CH2:38][CH2:39][CH2:40][S:41][CH2:42][CH2:43][SH:44])([O:47][CH3:48])([O:36][CH3:35])[O:45][CH3:46] |^3:10|. Reported procedure: Into a 300 ml rocking autoclave were charged 58.2 g (0.331 m) of 2-(n-pentyl)-1,3-dithiolane, 1.06 g of sulfur, 0.12 g of p-toluenesulfonic acid, and 1.87 g of cobalt polysulfide catalyst (added as a 43% slurry in toluene). The autoclave was pressurized with hydrogen and maintained between 1600 and 2200 psi while being heated to 250°. After cooling and venting, the crude product contained 57% of the hydrogenolysis product, CH3(CH2)5S(CH2)2SH, as determined by GC/MS. When this procedure is applie... The reactants are O=[N+]([O-])c1ccc(OCCBr)cc1, ClCCl, Cl, [K+], [K+], O=[N+]([O-])c1ccc(OC2CCNCC2)cc1, O=C([O-])[O-], CN(C)C=O. RXN SMILES: [Br:18][CH2:19][CH2:20][O:21][c:22]1[cH:23][cH:24][c:25]([N+:28](=[O:29])[O-:30])[cH:26][cH:27]1.[Cl:42][CH2:43][Cl:44].[ClH:1].[K+:31].[K+:32].[N+:2](=[O:3])([O-:4])[c:5]1[cH:6][cH:7][c:8]([O:9][CH:10]2[CH2:11][CH2:12][NH:13][CH2:14][CH2:15]2)[cH:16][cH:17]1.[O-:33][C:34]([O-:35])=[O:36].[O:37]=[CH:38][N:39]([CH3:40])[CH3:41]>>[N+:2](=[O:3])([O-:4])[c:5]1[cH:6][cH:7][c:8]([O:9][CH:10]2[CH2:11][CH2:12][N:13]([CH2:19][CH2:20][O:21][c:22]3[cH:23][cH:24][c:25]([N+:28](=[O:29])[O-:30])[cH:26][cH:27]3)[CH2:14][CH2:15]2)[cH:16][cH:17]1. Product: O=[N+]([O-])c1ccc(OCCN2CCC(Oc3ccc([N+](=O)[O-])cc3)CC2)cc1.